describe an organic reaction: reactants, conditions, products, and yield From a dataset of the Open Reaction Database (ORD), a public repository of structured organic reaction records. Starting materials: O=C(Cl)c1ccccc1, C1CCOC1, CCOC(C)=O, CCN(C(C)C)C(C)C, Fc1cc(F)c(Cn2nc3c(C(F)(F)F)cccc3c2-c2ccc(N3CCNCC3)cc2)c(F)c1, O. Product: O=C(c1ccccc1)N1CCN(c2ccc(-c3c4cccc(C(F)(F)F)c4nn3Cc3c(F)cc(F)cc3F)cc2)CC1. As a reaction SMILES: [C:36]([c:37]1[cH:38][cH:39][cH:40][cH:41][cH:42]1)(=[O:43])[Cl:44].[CH2:54]1[O:55][CH2:56][CH2:57][CH2:58]1.[CH3:59][CH2:60][O:61][C:62](=[O:63])[CH3:64].[CH:45]([N:46]([CH:47]([CH3:48])[CH3:49])[CH2:50][CH3:51])([CH3:52])[CH3:53].[N:1]1([c:7]2[cH:8][cH:9][c:10](-[c:13]3[n:14]([CH2:26][c:27]4[c:28]([F:35])[cH:29][c:30]([F:34])[cH:31][c:32]4[F:33])[n:15][c:16]4[c:17]([C:22]([F:23])([F:24])[F:25])[cH:18][cH:19][cH:20][c:21]34)[cH:11][cH:12]2)[CH2:2][CH2:3][NH:4][CH2:5][CH2:6]1.[OH2:65]>>[N:1]1([c:7]2[cH:8][cH:9][c:10](-[c:13]3[n:14]([CH2:26][c:27]4[c:28]([F:35])[cH:29][c:30]([F:34])[cH:31][c:32]4[F:33])[n:15][c:16]4[c:17]([C:22]([F:23])([F:24])[F:25])[cH:18][cH:19][cH:20][c:21]34)[cH:11][cH:12]2)[CH2:2][CH2:3][N:4]([C:36]([c:37]2[cH:38][cH:39][cH:40][cH:41][cH:42]2)=[O:43])[CH2:5][CH2:6]1. Starting materials: [Br-], O=C([O-])[O-], CC(=O)[O-], CC(=O)[O-], CCCC[N+](CCCC)(CCCC)CCCC, C=C(C)C(=O)OC, CN(C)C=O, ClCCl, Fc1cccc(COc2ccc(I)cc2)c1, [K+], [K+], [Pd+2]. The product is COC(=O)C(C)=Cc1ccc(OCc2cccc(F)c2)cc1. As a reaction SMILES: [Br-:33].[C:17](=[O:18])([O-:19])[O-:20].[C:56]([O-:57])(=[O:58])[CH3:59].[C:61]([O-:62])(=[O:63])[CH3:64].[CH2:34]([N+:35]([CH2:36][CH2:37][CH2:38][CH3:39])([CH2:40][CH2:41][CH2:42][CH3:43])[CH2:44][CH2:45][CH2:46][CH3:47])[CH2:48][CH2:49][CH3:50].[CH3:23][O:24][C:25](=[O:26])[C:27]([CH3:28])=[CH2:29].[CH3:51][N:52]([CH3:53])[CH:54]=[O:55].[Cl:30][CH2:31][Cl:32].[F:1][c:2]1[cH:3][c:4]([CH2:5][O:6][c:7]2[cH:8][cH:9][c:10]([I:13])[cH:11][cH:12]2)[cH:14][cH:15][cH:16]1.[K+:21].[K+:22].[Pd+2:60]>>[F:1][c:2]1[cH:3][c:4]([CH2:5][O:6][c:7]2[cH:8][cH:9][c:10]([CH:28]=[C:27]([C:25]([O:24][CH3:23])=[O:26])[CH3:29])[cH:11][cH:12]2)[cH:14][cH:15][cH:16]1.